Task: describe an organic reaction: reactants, conditions, products, and yield. Dataset: the Open Reaction Database (ORD), a public repository of structured organic reaction records The reactants are COC(=O)CBr, O=C([O-])[O-], CC(C)=O, O=Cc1c(Cl)cc(O)cc1Cl, [K+], [K+]. Yields the product COC(=O)COc1cc(Cl)c(C=O)c(Cl)c1. RXN SMILES: [Br:12][CH2:13][C:14](=[O:15])[O:16][CH3:17].[C:18](=[O:19])([O-:20])[O-:21].[CH3:24][C:25](=[O:26])[CH3:27].[Cl:1][c:2]1[c:3]([CH:4]=[O:5])[c:6]([Cl:11])[cH:7][c:8]([OH:10])[cH:9]1.[K+:22].[K+:23]>>[Cl:1][c:2]1[c:3]([CH:4]=[O:5])[c:6]([Cl:11])[cH:7][c:8]([O:10][CH2:13][C:14](=[O:15])[O:16][CH3:17])[cH:9]1. Starting materials: IC=1C=C2/C(/C(NC(C2=CC1)=O)=O)=C/NC1=CC=C(C=C1)N1CCNCC1 ((4Z)-6-Iodo-4-{[(4-piperazin-1-ylphenyl)amino]methylene}isoquinoline-1,3(2H,4H)-dione), C(C)(=O)O[BH-](OC(C)=O)OC(C)=O.[Na+] (sodium triacetoxyborohydride), CN(CC(C)=O)C (1-dimethylamino-propan-2-one), C(C)(=O)O (acetic acid), C([O-])(O)=O.[Na+] (sodium bicarbonate). The solvent is CN1C(CCC1)=O (N-methylpyrrolidinone), C(Cl)Cl (methylene chloride), C(Cl)Cl (methylene chloride). Reaction conditions: time 40 minute. Product: CN(CC(C)N1CCN(CC1)C1=CC=C(C=C1)N\C=C\1/C(NC(C2=CC=C(C=C12)I)=O)=O)C ((4Z)-4-{[(4-{4-[2-(Dimethylamino)-1-methylethyl]piperazin-1-yl}phenyl)amino]methylene}-6-iodoisoquinoline-1,3(2H,4H)-dione). Yield: 57.2%. RXN SMILES: [I:1][C:2]1[CH:3]=[C:4]2[C:9](=[CH:10][CH:11]=1)[C:8](=[O:12])[NH:7][C:6](=[O:13])/[C:5]/2=[CH:14]\[NH:15][C:16]1[CH:21]=[CH:20][C:19]([N:22]2[CH2:27][CH2:26][NH:25][CH2:24][CH2:23]2)=[CH:18][CH:17]=1.C(O[BH-](OC(=O)C)OC(=O)C)(=O)C.[Na+].[CH3:42][N:43]([CH3:48])[CH2:44][C:45](=O)[CH3:46].C(O)(=O)C.C(=O)(O)[O-].[Na+]>CN1CCCC1=O.C(Cl)Cl>[CH3:42][N:43]([CH3:48])[CH2:44][CH:45]([N:25]1[CH2:24][CH2:23][N:22]([C:19]2[CH:18]=[CH:17][C:16]([NH:15]/[CH:14]=[C:5]3\[C:6](=[O:13])[NH:7][C:8](=[O:12])[C:9]4[C:4]\3=[CH:3][C:2]([I:1])=[CH:11][CH:10]=4)=[CH:21][CH:20]=2)[CH2:27][CH2:26]1)[CH3:46] |f:1.2,5.6|. Reported procedure: (4Z)-6-Iodo-4-{[(4-piperazin-1-ylphenyl)amino]methylene}isoquinoline-1,3(2H,4H)-dione (47.4 mg, 0.1 mmol) is dissolved in N-methylpyrrolidinone (1 mL) and methylene chloride (0.3 mL), followed by addition of sodium triacetoxyborohydride (244 mg, 1.15 mmol), 1-dimethylamino-propan-2-one (0.296 mL, 2.58 mmol) and acetic acid (0.15 mL, 2.6 mmol). After stirring at room temperature for 40 min, methylene chloride and saturated sodium bicarbonate solution were added. The organic layer is separated and... Starting materials: N1C=C2CNC(C=3C=CC=C1C23)=O (3,4-Dihydropyrrolo[4,3,2-de]isoquinolin-5(lH)-one), F[B-](F)(F)F.C(C)[O+](CC)CC (triethyloxonium fluoroborate). Solvent: C(Cl)Cl (methylene chloride). Reaction conditions: time 24 hour. Yields the product C(C)OC1=NCC=2C=3C(=CC=CC13)NC2 (5-ethoxy-1,3-dihydropyrrolo[4,3,2-de]isoquinoline). As a reaction SMILES: [NH:1]1[C:11]2[C:12]3[C:3]([CH2:4][NH:5][C:6](=[O:13])[C:7]=3[CH:8]=[CH:9][CH:10]=2)=[CH:2]1.F[B-](F)(F)F.[CH2:19]([O+](CC)CC)[CH3:20]>C(Cl)Cl>[CH2:19]([O:13][C:6]1[C:7]2[CH:8]=[CH:9][CH:10]=[C:11]3[NH:1][CH:2]=[C:3]([C:12]=23)[CH2:4][N:5]=1)[CH3:20] |f:1.2|. Procedure: 3,4-Dihydropyrrolo[4,3,2-de]isoquinolin-5(lH)-one (8.6 g), described in Example 4, is added in one portion to a solution of 12 g of triethyloxonium fluoroborate [H.-L. Pan and T. L. Fletcher, J. Org. Chem., 27, 3639 (1962)] in 500 ml dry methylene chloride. The suspension is stirred for 24 hours. The solid is collected and washed with a little methylene chloride and then ether to give 5-ethoxy-1,3-dihydropyrrolo[4,3,2-de]isoquinoline hydrofluoroborate, mp 233° - 234°C, νmaxnujol 3380, 3280, 1645... Reactants: C(C)(C)(C)OC(CN(C(CN(CC(=O)OC(C)(C)C)CCN(CC(OC(C)(C)C)=O)CC(=O)OC(C)(C)C)CCCC1=CC=C(C=C1)[N+](=O)[O-])CC(OC(C)(C)C)=O)=O (tert-butyl 2-[(2-{bis[2-(tert-butoxy)-2-oxoethyl]amino}-5-(4-nitrophenyl)pentyl)(2-{bis[2-(tert-butoxy)-2-oxoethyl]amino}ethyl)amino]acetate), Cl (HCl), CCOCC (Ether). Solvent: O1CCOCC1 (1,4-dioxane). Conditions: time 40 hour. Yields the product C(=O)(O)CN(C(CN(CC(=O)O)CCN(CC(=O)O)CC(=O)O)CCCC1=CC=C(C=C1)[N+](=O)[O-])CC(=O)O (2-({2-[bis(carboxymethyl)amino]-5-(4-nitrophenyl)pentyl}({2-[bis(carboxymethyl)amino]ethyl})amino)acetic acid). The yield is 120.5%. RXN SMILES: C([O:5][C:6](=[O:59])[CH2:7][N:8]([CH2:51][C:52](=[O:58])[O:53]C(C)(C)C)[CH:9]([CH2:39][CH2:40][CH2:41][C:42]1[CH:47]=[CH:46][C:45]([N+:48]([O-:50])=[O:49])=[CH:44][CH:43]=1)[CH2:10][N:11]([CH2:20][CH2:21][N:22]([CH2:31][C:32]([O:34]C(C)(C)C)=[O:33])[CH2:23][C:24](=[O:30])[O:25]C(C)(C)C)[CH2:12][C:13]([O:15]C(C)(C)C)=[O:14])(C)(C)C.Cl.CCOCC>O1CCOCC1>[C:6]([CH2:7][N:8]([CH2:51][C:52]([OH:58])=[O:53])[CH:9]([CH2:39][CH2:40][CH2:41][C:42]1[CH:47]=[CH:46][C:45]([N+:48]([O-:50])=[O:49])=[CH:44][CH:43]=1)[CH2:10][N:11]([CH2:20][CH2:21][N:22]([CH2:31][C:32]([OH:34])=[O:33])[CH2:23][C:24]([OH:30])=[O:25])[CH2:12][C:13]([OH:15])=[O:14])([OH:59])=[O:5]. Procedure: To a flask containing compound 4b (30 mg, 0.0358 mmol) at 0-5° C. was added dropwise 4M HCl (g) in 1,4-dioxane (2 mL) over 10 min. The resulting mixture was gradually warmed to room temperature and continuously stirred for 40 h. Ether (20 mL) was added to the reaction mixture which was then stirred for 10 min. The resulting precipitate was filtered and washed with ether. The solid product was quickly dissolved deionized water. The aqueous solution was concentrated in vacuo to provide 5b (24 mg, ... Reactants: C(C)(C)(C)OC(NCC1=CC(=NC=C1Br)N)=O ((2-amino-5-bromo-pyridin-4-ylmethyl)-carbamic acid tert-butyl ester), N1(N=NC2=C1C=CC=C2)C(C(N(C)CCOC)N2N=NC1=C2C=CC=C1)N(C)CCOC (1,2-bis-benzotriazol-1-yl-N,N′-bis-(2-methoxy-ethyl)-N,N′-dimethyl-ethane-1,2-diamine). Product: C(C)(C)(C)OC(NCC1=CC=2N(C=C1Br)C(=CN2)N(C)CCOC)=O ({6-Bromo-3-[(2-methoxy-ethyl)-methyl-amino]-imidazo[1,2-a]pyridin-7-ylmethyl}-carbamic acid tert-butyl ester). Yield: 66.0%. RXN SMILES: [C:1]([O:5][C:6](=[O:17])[NH:7][CH2:8][C:9]1[C:14]([Br:15])=[CH:13][N:12]=[C:11]([NH2:16])[CH:10]=1)([CH3:4])([CH3:3])[CH3:2].N1([CH:27](N(CCOC)C)[CH:28](N2C3C=CC=CC=3N=N2)[N:29]([CH2:31][CH2:32][O:33][CH3:34])[CH3:30])C2C=CC=CC=2N=N1>>[C:1]([O:5][C:6](=[O:17])[NH:7][CH2:8][C:9]1[C:14]([Br:15])=[CH:13][N:12]2[C:28]([N:29]([CH2:31][CH2:32][O:33][CH3:34])[CH3:30])=[CH:27][N:16]=[C:11]2[CH:10]=1)([CH3:4])([CH3:2])[CH3:3]. Procedure details: The cyclization was carried out as described for Example 6 from (2-amino-5-bromo-pyridin-4-ylmethyl)-carbamic acid tert-butyl ester (600 mg, 2.0 mmol, prepared according to Example 1, Step 1.3) and 1,2-bis-benzotriazol-1-yl-N,N′-bis-(2-methoxy-ethyl)-N,N′-dimethyl-ethane-1,2-diamine (871 mg, 2.0 mmol, prepared according to Example 6, Step 3.1). After the work-up, the crude was purified by Combi-Flash Companion™ (Isco Inc.) column chromatography (SiO2; gradient elution, [hexane/DCM 1:1]/TBME (con...